Dataset: the Open Reaction Database (ORD), a public repository of structured organic reaction records. Task: describe an organic reaction: reactants, conditions, products, and yield Reactants: CC=1C=C(C=CC1)NC(NCC(=O)O)=O (2-[3-(3-methylphenyl)ureido]acetic acid), N(C1=CC=CC=C1)C(C(=O)OC(C)(C)C)C1=CC=C(C=C1)OC (tert-butyl (RS)-2-anilino-2-(4-methoxyphenyl)acetate), S(=O)(Cl)Cl (thionyl chloride). Yields the product COC1=CC=C(C=C1)C(C(=O)OC(C)(C)C)N(C(CNC(=O)NC1=CC(=CC=C1)C)=O)C1=CC=CC=C1 (tert-butyl (RS)-2-(4-methoxyphenyl)-2-{2-[3-(3-methylphenyl)ureido]-N-phenylacetamido}acetate). Yield: 45.6%. RXN SMILES: [CH3:1][C:2]1[CH:3]=[C:4]([NH:8][C:9](=[O:15])[NH:10][CH2:11][C:12]([OH:14])=O)[CH:5]=[CH:6][CH:7]=1.[NH:16]([CH:23]([C:31]1[CH:36]=[CH:35][C:34]([O:37][CH3:38])=[CH:33][CH:32]=1)[C:24]([O:26][C:27]([CH3:30])([CH3:29])[CH3:28])=[O:25])[C:17]1[CH:22]=[CH:21][CH:20]=[CH:19][CH:18]=1.S(Cl)(Cl)=O>>[CH3:38][O:37][C:34]1[CH:33]=[CH:32][C:31]([CH:23]([N:16]([C:17]2[CH:22]=[CH:21][CH:20]=[CH:19][CH:18]=2)[C:12](=[O:14])[CH2:11][NH:10][C:9]([NH:8][C:4]2[CH:5]=[CH:6][CH:7]=[C:2]([CH3:1])[CH:3]=2)=[O:15])[C:24]([O:26][C:27]([CH3:30])([CH3:28])[CH3:29])=[O:25])=[CH:36][CH:35]=1. Procedure details: The procedure is as in Example 1, but 2.1 g of 2-[3-(3-methylphenyl)ureido]acetic acid, 3.14 g of tert-butyl (RS)-2-anilino-2-(4-methoxyphenyl)acetate and 0.72 cm3 of thionyl chloride are used as starting materials. The residue obtained is purified by chromatography on 100 g of silica (0.04-0.063 mm) contained in a column 3 cm in diameter [eluent: cyclohexane/ethyl acetate (70/30 by volume)], using an excess pressure of 40 kPa of nitrogen and collecting 10-cm3 fractions. Fractions 12 to 18 are c... Reported procedure: To a solution of 2-aminopyridine (292, 1.1022 g; 11.71 mmol) and Bu2SnCl2 (431 mg; 1.3 mmol) in DME (20 mL), ethyl 3-bromopyruvate (1.56 mL; 11.16 mmol) was added to give an instant yellow precipitate. The suspension was stirred at room temperature for 2 h, then solid K2CO3 (2.6 g; 18.8 mmol) was added and the mixture stirred for additional 20 h at the same temperature. The reaction mixture was then diluted with ethyl acetate (200 mL) and washed with saturated aqueous sodium chloride. The organi... Isolated yield 61.7%. Reaction SMILES: [NH2:1][C:2]1[CH:7]=[CH:6][CH:5]=[CH:4][N:3]=1.[Sn](CCCC)(CCCC)(Cl)Cl.Br[CH2:20][C:21](=O)[C:22]([O:24][CH2:25][CH3:26])=[O:23].C([O-])([O-])=O.[K+].[K+]>COCCOC.C(OCC)(=O)C>[CH3:26][CH2:25][O:24][C:22]([C:21]1[N:1]=[C:2]2[N:3]([CH:4]=[CH:5][CH:6]=[CH:7]2)[CH:20]=1)=[O:23] |f:3.4.5|. Solvent: COCCOC (DME), C(C)(=O)OCC (ethyl acetate). Starting materials: C(=O)([O-])[O-].[K+].[K+] (K2CO3), NC1=NC=CC=C1 (2-aminopyridine), [Sn](Cl)(Cl)(CCCC)CCCC (Bu2SnCl2), BrCC(C(=O)OCC)=O (ethyl 3-bromopyruvate). Conditions: time 2 hour. The product is CCOC(=O)C1=CN2C=CC=CC2=N1 (Ethyl H-imidazo[1,2-a]pyridine-2-carboxylate). Starting materials: CCOC(=O)c1cnn2cc(-c3ccc(OC)cc3)cnc12, Cl, [Na+], [OH-]. Product: COc1ccc(-c2cnc3c(C(=O)O)cnn3c2)cc1. RXN SMILES: [CH2:1]([CH3:2])[O:3][C:4](=[O:5])[c:6]1[cH:7][n:8][n:9]2[c:10]1[n:11][cH:12][c:13](-[c:15]1[cH:16][cH:17][c:18]([O:21][CH3:22])[cH:19][cH:20]1)[cH:14]2.[ClH:25].[Na+:24].[OH-:23]>>[O:3]=[C:4]([OH:5])[c:6]1[cH:7][n:8][n:9]2[c:10]1[n:11][cH:12][c:13](-[c:15]1[cH:16][cH:17][c:18]([O:21][CH3:22])[cH:19][cH:20]1)[cH:14]2. Reactants: OCCNS(=O)(=O)CCCCCCN1CCN(CC1)C(C1=CC=CC=C1)C1=CC=C(C=C1)Cl (N-(2-Hydroxyethyl)-6-[4-[(4-chlorophenyl)phenylmethyl]-1-piperazinyl]hexanesulfonamide), Cl.CO (HCl methanol). The solvent is C(C)O (ethanol). The product is Cl.Cl.OCCNS(=O)(=O)CCCCCCN1CCN(CC1)C(C1=CC=CC=C1)C1=CC=C(C=C1)Cl (N-(2-hydroxyethyl)-6-[4-[(4-chlorophenyl)phenylmethyl]-1-piperazinyl]hexanesulfonamide dihydrochloride). Isolated yield 91.1%. As a reaction SMILES: [OH:1][CH2:2][CH2:3][NH:4][S:5]([CH2:8][CH2:9][CH2:10][CH2:11][CH2:12][CH2:13][N:14]1[CH2:19][CH2:18][N:17]([CH:20]([C:27]2[CH:32]=[CH:31][C:30]([Cl:33])=[CH:29][CH:28]=2)[C:21]2[CH:26]=[CH:25][CH:24]=[CH:23][CH:22]=2)[CH2:16][CH2:15]1)(=[O:7])=[O:6].[ClH:34].CO>C(O)C>[ClH:33].[ClH:34].[OH:1][CH2:2][CH2:3][NH:4][S:5]([CH2:8][CH2:9][CH2:10][CH2:11][CH2:12][CH2:13][N:14]1[CH2:15][CH2:16][N:17]([CH:20]([C:27]2[CH:32]=[CH:31][C:30]([Cl:33])=[CH:29][CH:28]=2)[C:21]2[CH:22]=[CH:23][CH:24]=[CH:25][CH:26]=2)[CH2:18][CH2:19]1)(=[O:7])=[O:6] |f:1.2,4.5.6|. Procedure details: N-(2-Hydroxyethyl)-6-[4-[(4-chlorophenyl)phenylmethyl]-1-piperazinyl]hexanesulfonamide (7.75 g, 15.69 mmol) prepared in the same manner as in Example 19 was dissolved in ethanol. A 15% HCl-methanol solution was added thereto to make it acidic, and the solvent was removed by evaporation in vacuo. Diethyl ether was added to the residue, and the precipitated crystals were collected by filtration. The crystals were recrystallized from ethanol, to give N-(2-hydroxyethyl)-6-[4-[(4-chlorophenyl)phenylm... Starting materials: CN(CCN1N=C2C=CC(=CC2=C1)N)C (2-(2-Dimethylamino-ethyl)-2H-indazol-5-ylamine), O(C1=CC=CC=C1)C1=CC=C(C=C1)CC(=O)O ((4-phenoxy-phenyl)-acetic acid), CCN=C=NCCCN(C)C (EDCI), ON1N=NC2=C1C=CC=C2 (N-hydroxybenzotriazole), CN1CCOCC1 (N-methyl morpholine). The solvent is CN(C=O)C (N,N-dimethylformamide). Conditions: time 6 hour. The product is CN(CCN1N=C2C=CC(=CC2=C1)NC(CC1=CC=C(C=C1)OC1=CC=CC=C1)=O)C (N-{2-[2-(dimethylamino)ethyl]-2H-indazol-5-yl}-2-(4-phenoxyphenyl)acetamide). As a reaction SMILES: [CH3:1][N:2]([CH3:15])[CH2:3][CH2:4][N:5]1[CH:13]=[C:12]2[C:7]([CH:8]=[CH:9][C:10]([NH2:14])=[CH:11]2)=[N:6]1.[O:16]([C:23]1[CH:28]=[CH:27][C:26]([CH2:29][C:30](O)=[O:31])=[CH:25][CH:24]=1)[C:17]1[CH:22]=[CH:21][CH:20]=[CH:19][CH:18]=1.CCN=C=NCCCN(C)C.ON1C2C=CC=CC=2N=N1.CN1CCOCC1>CN(C)C=O>[CH3:1][N:2]([CH3:15])[CH2:3][CH2:4][N:5]1[CH:13]=[C:12]2[C:7]([CH:8]=[CH:9][C:10]([NH:14][C:30](=[O:31])[CH2:29][C:26]3[CH:27]=[CH:28][C:23]([O:16][C:17]4[CH:18]=[CH:19][CH:20]=[CH:21][CH:22]=4)=[CH:24][CH:25]=3)=[CH:11]2)=[N:6]1. Reported procedure: A mixture of 2-(2-Dimethylamino-ethyl)-2H-indazol-5-ylamine (49.0 mg, 0.243 mmol), (4-phenoxy-phenyl)-acetic acid (60.0 mg, 0.248 mmol), EDCI (57.0 mg, 0.298 mmol), N-hydroxybenzotriazole (40.0 mg, 0.296 mmol), N-methyl morpholine (64.0 mg, 0.633 mmol) and 2 mL of N,N-dimethylformamide was shaken for 6 hours. The solvents were removed under vacuo and the residue dissolved in 1.5 mL of a 1:1 mixture of dimethylsulfoxide/methanol was purified by preparative reverse-phase HPLC. 1H NMR (300 MHz, DMS... Starting materials: [BH4-], O=C(NC12CC3CC(C1)C(=S)C(C3)C2)OCc1ccccc1, CO, [Na+]. The product is O=C(NC12CC3CC(C1)C(S)C(C3)C2)OCc1ccccc1. As a reaction SMILES: [BH4-:23].[CH2:1]([c:2]1[cH:3][cH:4][cH:5][cH:6][cH:7]1)[O:8][C:9]([NH:10][C:11]12[CH2:12][CH:13]3[C:14](=[S:21])[CH:15]([CH2:16][CH:17]([CH2:18]1)[CH2:19]3)[CH2:20]2)=[O:22].[CH3:25][OH:26].[Na+:24]>>[CH2:1]([c:2]1[cH:3][cH:4][cH:5][cH:6][cH:7]1)[O:8][C:9]([NH:10][C:11]12[CH2:12][CH:13]3[CH:14]([SH:21])[CH:15]([CH2:16][CH:17]([CH2:18]1)[CH2:19]3)[CH2:20]2)=[O:22]. Procedure details: 1-(5-Ethoxycarbonylpyrid-2-yl)-2-methylimidazo[4,5-c]pyridine (2.75 g, 9.75 mmol) was dissolved in ethanol (15 ml) and 2N aqueous sodium hydroxide (5.8 ml) was added. The mixture was stirred for 3 days at room temperature and then the solvent was removed under reduced pressure. The residue was neutralised (pH6) with dilute hydrochloric acid, and the resulting precipitate was filtered off and dried in vacuo. The title compound was obtained as a white solid (1.70 g, 69%). The solvent is C(C)O (ethanol). As a reaction SMILES: C([O:3][C:4]([C:6]1[CH:7]=[CH:8][C:9]([N:12]2[C:20]3[CH:19]=[CH:18][N:17]=[CH:16][C:15]=3[N:14]=[C:13]2[CH3:21])=[N:10][CH:11]=1)=[O:5])C.[OH-].[Na+]>C(O)C>[CH3:21][C:13]1[N:12]([C:9]2[N:10]=[CH:11][C:6]([C:4]([OH:5])=[O:3])=[CH:7][CH:8]=2)[C:20]2[CH:19]=[CH:18][N:17]=[CH:16][C:15]=2[N:14]=1 |f:1.2|. The reactants are C(C)OC(=O)C=1C=CC(=NC1)N1C(=NC=2C=NC=CC21)C (1-(5-Ethoxycarbonylpyrid-2-yl)-2-methylimidazo[4,5-c]pyridine), [OH-].[Na+] (sodium hydroxide). The product is CC=1N(C2=C(C=NC=C2)N1)C1=CC=C(C=N1)C(=O)O (6-(2-Methylimidazo[4,5-c]pyrid-1-yl)pyridine-3-carboxylic acid), solid. Run at time 3 day. Yield: 69.0%. Reactants: CN(C)C(=O)c1ccc(CCl)cc1, O=C(c1ccc(O)cc1F)N1CCCC1CN1CCCC1. The product is CN(C)C(=O)c1ccc(COc2ccc(C(=O)N3CCCC3CN3CCCC3)c(F)c2)cc1. Reaction SMILES: [Cl:22][CH2:23][c:24]1[cH:25][cH:26][c:27]([C:28](=[O:29])[N:30]([CH3:31])[CH3:32])[cH:33][cH:34]1.[F:1][c:2]1[c:3]([C:9](=[O:10])[N:11]2[CH:12]([CH2:16][N:17]3[CH2:18][CH2:19][CH2:20][CH2:21]3)[CH2:13][CH2:14][CH2:15]2)[cH:4][cH:5][c:6]([OH:8])[cH:7]1>>[F:1][c:2]1[c:3]([C:9](=[O:10])[N:11]2[CH:12]([CH2:16][N:17]3[CH2:18][CH2:19][CH2:20][CH2:21]3)[CH2:13][CH2:14][CH2:15]2)[cH:4][cH:5][c:6]([O:8][CH2:23][c:24]2[cH:25][cH:26][c:27]([C:28](=[O:29])[N:30]([CH3:31])[CH3:32])[cH:33][cH:34]2)[cH:7]1. The reactants are Cc1cc(COc2ccc(N)cc2)c2ccccc2n1, CS(C)=O, O=C(O)CC1NC(=O)NC1=O. As a reaction SMILES: [CH3:12][c:13]1[n:14][c:15]2[cH:16][cH:17][cH:18][cH:19][c:20]2[c:21]([CH2:23][O:24][c:25]2[cH:26][cH:27][c:28]([NH2:29])[cH:30][cH:31]2)[cH:22]1.[CH3:32][S:33]([CH3:34])=[O:35].[NH:1]1[C:2](=[O:3])[NH:4][C:5](=[O:6])[CH:7]1[CH2:8][C:9](=[O:10])[OH:11]>>[NH:1]1[C:2](=[O:3])[NH:4][C:5](=[O:6])[CH:7]1[CH2:8][C:9](=[O:11])[NH:29][c:28]1[cH:27][cH:26][c:25]([O:24][CH2:23][c:21]2[c:20]3[c:15]([n:14][c:13]([CH3:12])[cH:22]2)[cH:16][cH:17][cH:18][cH:19]3)[cH:31][cH:30]1. The product is Cc1cc(COc2ccc(NC(=O)CC3NC(=O)NC3=O)cc2)c2ccccc2n1. The reactants are CC(Cl)c1cccnc1, Cc1cn(C2CC2)c2cc(C(=O)O)ccc12. The reagents and catalysts are O=C([O-])[O-].[Cs+].[Cs+] (cesium carbonate), [I-].[K+] (potassium iodide). Solvent: CN(C)C=O (DMF), CN(C)C=O (dmf), CN(C)C=O (DMF). Run at temperature 70 celsius, time 16 hour. Product: Cc1cn(C2CC2)c2cc(C(=O)OC(C)c3cccnc3)ccc12.